Task: describe an organic reaction: reactants, conditions, products, and yield. Dataset: the Open Reaction Database (ORD), a public repository of structured organic reaction records Reactants: BrC=1N=C2C(=NC1)NC=C2C(=O)C2(CCCC2)C ((2-bromo-5H-pyrrolo[2,3-b]pyrazin-7-yl)-(1-methyl-cyclopentyl)-methanone), COC=1C=C(C=C(C1OC)OC)B(O)O (3,4,5-trimethoxyphenylboronic acid). The solvent is CCOC(=O)C (EtOAc), hexanes. Product: CC1(CCCC1)C(=O)C1=CNC2=NC=C(N=C21)C2=CC(=C(C(=C2)OC)OC)OC ((1-Methyl-cyclopentyl)-[2-(3,4,5-trimethoxy-phenyl)-5H-pyrrolo[2,3-b]pyrazin-7-yl]-methanone). Reaction SMILES: Br[C:2]1[N:3]=[C:4]2[C:10]([C:11]([C:13]3([CH3:18])[CH2:17][CH2:16][CH2:15][CH2:14]3)=[O:12])=[CH:9][NH:8][C:5]2=[N:6][CH:7]=1.[CH3:19][O:20][C:21]1[CH:22]=[C:23](B(O)O)[CH:24]=[C:25]([O:29][CH3:30])[C:26]=1[O:27][CH3:28]>CCOC(C)=O>[CH3:18][C:13]1([C:11]([C:10]2[C:4]3[C:5](=[N:6][CH:7]=[C:2]([C:23]4[CH:24]=[C:25]([O:29][CH3:30])[C:26]([O:27][CH3:28])=[C:21]([O:20][CH3:19])[CH:22]=4)[N:3]=3)[NH:8][CH:9]=2)=[O:12])[CH2:17][CH2:16][CH2:15][CH2:14]1. Procedure: (1-Methyl-cyclopentyl)-[2-(3,4,5-trimethoxy-phenyl)-5H-pyrrolo[2,3-b]pyrazin-7-yl]-methanone was prepared starting from (2-bromo-5H-pyrrolo[2,3-b]pyrazin-7-yl)-(1-methyl-cyclopentyl)-methanone and 3,4,5-trimethoxyphenylboronic acid following general procedures as described in these Examples. Silica gel chromatography using 2-50% EtOAc in hexanes as eluant gave a pale brown solid which was washed with 1:1 Et2O/Hexanes provided 10 mg (7.7%) of an off white solid. MP 244-246° C., M+H=396.